This data is from the Open Reaction Database (ORD), a public repository of structured organic reaction records. The task is: describe an organic reaction: reactants, conditions, products, and yield Starting materials: C(C)(=O)N1CC2=C(CC1)C(=C(S2)CC)CCBr (6-acetyl-3-(2-bromoethyl)-2-ethyl-4,5,6,7-tetrahydrothieno[2,3-c]pyridine), C(C(=O)[O-])(=O)[O-] (oxalate), Cl.FC1=CC2=C(C(=NO2)C2CCNCC2)C=C1 (4-(6-fluoro-1,2-benzisoxazol-3-yl)piperidine hydrochloride). The product is C(C)(=O)N1CC2=C(CC1)C(=C(S2)CC)CCN2CCC(CC2)C2=NOC1=C2C=CC(=C1)F (6-acetyl-2-ethyl-3-(2-(4-(6-fluoro-1,2-benzisoxazol-3-yl)piperidin-1-yl)ethyl)-4,5,6,7-tetrahydrothieno[2,3-c]pyridine). The yield is 62.0%. RXN SMILES: [C:1]([N:4]1[CH2:9][CH2:8][C:7]2[C:10]([CH2:15][CH2:16]Br)=[C:11]([CH2:13][CH3:14])[S:12][C:6]=2[CH2:5]1)(=[O:3])[CH3:2].Cl.[F:19][C:20]1[CH:34]=[CH:33][C:23]2[C:24]([CH:27]3[CH2:32][CH2:31][NH:30][CH2:29][CH2:28]3)=[N:25][O:26][C:22]=2[CH:21]=1.C([O-])(=O)C([O-])=O>>[C:1]([N:4]1[CH2:9][CH2:8][C:7]2[C:10]([CH2:15][CH2:16][N:30]3[CH2:29][CH2:28][CH:27]([C:24]4[C:23]5[CH:33]=[CH:34][C:20]([F:19])=[CH:21][C:22]=5[O:26][N:25]=4)[CH2:32][CH2:31]3)=[C:11]([CH2:13][CH3:14])[S:12][C:6]=2[CH2:5]1)(=[O:3])[CH3:2] |f:1.2|. Reported procedure: The reaction and procedure were conducted in a similar manner as in Example 24 using 2.5 g of 6-acetyl-3-(2-bromoethyl)-2-ethyl-4,5,6,7-tetrahydrothieno[2,3-c]pyridine and 2.0 g of 4-(6-fluoro-1,2-benzisoxazol-3-yl)piperidine hydrochloride to give 2.2 g of 6-acetyl-2-ethyl-3-(2-(4-(6-fluoro-1,2-benzisoxazol-3-yl)piperidin-1-yl)ethyl)-4,5,6,7-tetrahydrothieno[2,3-c]pyridine as an oil, m.p. 191°-201° C. as oxalate 1/2hydrate thereof.